describe an organic reaction: reactants, conditions, products, and yield From a dataset of the Open Reaction Database (ORD), a public repository of structured organic reaction records. Reactants: CC(C)CC(C(=O)NNC(=O)CNC(=O)OCC1c2ccccc2-c2ccccc21)C(CC=Cc1ccccc1)C(=O)OC(C)(C)C, C1CCNCC1, ClCCl. The product is CC(C)CC(C(=O)NNC(=O)CN)C(CC=Cc1ccccc1)C(=O)OC(C)(C)C. As a reaction SMILES: [C:1]([CH3:2])([CH3:3])([CH3:4])[O:5][C:6](=[O:7])[CH:8]([CH2:9][CH:10]=[CH:11][c:12]1[cH:13][cH:14][cH:15][cH:16][cH:17]1)[CH:18]([C:19](=[O:20])[NH:21][NH:22][C:23]([CH2:24][NH:25][C:26]([O:27][CH2:28][CH:29]1[c:30]2[cH:31][cH:32][cH:33][cH:34][c:35]2-[c:36]2[c:37]1[cH:38][cH:39][cH:40][cH:41]2)=[O:42])=[O:43])[CH2:44][CH:45]([CH3:46])[CH3:47].[CH2:48]1[CH2:49][CH2:50][NH:51][CH2:52][CH2:53]1.[Cl:54][CH2:55][Cl:56]>>[C:1]([CH3:2])([CH3:3])([CH3:4])[O:5][C:6](=[O:7])[CH:8]([CH2:9][CH:10]=[CH:11][c:12]1[cH:13][cH:14][cH:15][cH:16][cH:17]1)[CH:18]([C:19](=[O:20])[NH:21][NH:22][C:23]([CH2:24][NH2:25])=[O:43])[CH2:44][CH:45]([CH3:46])[CH3:47]. Starting materials: acid, NCCS (cysteamine), C1(CCCCO1)=O (δ-valerolactone), C1(CCCCO1)=O (δ-valerolactone). The reagents and catalysts are [Zn] (zinc). The solvent is O (water). Conditions: time 15 hour. The product is OCCCCC(=O)NCCS (5-hydroxy N-(2-mercaptoethyl) valeramide). As a reaction SMILES: [NH2:1][CH2:2][CH2:3][SH:4].[C:5]1(=[O:11])[O:10][CH2:9][CH2:8][CH2:7][CH2:6]1>[Zn].O>[OH:11][CH2:5][CH2:6][CH2:7][CH2:8][C:9]([NH:1][CH2:2][CH2:3][SH:4])=[O:10]. Reported procedure: A mixture, stirred under an inert atmosphere, of 5 g of cysteamine and 6.05 cm3 of δ-valerolactone is brought to a temperature of about 60°-70° C. for 15 hours. The disappearance of the δ-valerolactone is followed by VPC. The reaction mixture is then poured into 100 cm3 of water and 10 g of acid resin, "Dowex 50" and 3 g of zinc powder are added. The resulting mixture is stirred for 4 hours at ambient temperature and then left overnight. The next day the mixture is filtered and the water is evap... The reactants are C1(=CC=CC=C1)P1(NCC2=C1C=CC=C2)=O (1-phenyl-2,3-dihydro-1H-2,1-benzazaphosphole-1-oxide), CN=C=O (methylisocyanate). Run in C(C)#N (acetonitrile). Run at temperature 26 celsius. Yields the product C1(=CC=CC=C1)P1(N(CC2=C1C=CC=C2)C(=O)NC)=O (1-phenyl-2-methylaminocarbonyl-2,3-dihydro-1H-2,1-benzazaphosphole-1-oxide). Yield: 86.0%. As a reaction SMILES: [C:1]1([P:7]2(=[O:16])[C:11]3[CH:12]=[CH:13][CH:14]=[CH:15][C:10]=3[CH2:9][NH:8]2)[CH:6]=[CH:5][CH:4]=[CH:3][CH:2]=1.[CH3:17][N:18]=[C:19]=[O:20]>C(#N)C>[C:1]1([P:7]2(=[O:16])[C:11]3[CH:12]=[CH:13][CH:14]=[CH:15][C:10]=3[CH2:9][N:8]2[C:19]([NH:18][CH3:17])=[O:20])[CH:2]=[CH:3][CH:4]=[CH:5][CH:6]=1. Reported procedure: A mixture of 1-phenyl-2,3-dihydro-1H-2,1-benzazaphosphole-1-oxide (1.5 g, 0.0065 mol) and methylisocyanate (1.92 g, 0.0337 mol) in 15 ml. of acetonitrile was heated with constant stirring at reflux for 16 hours. The mixture was allowed to air cool to 26° C. and was then cooled to 0° C. in an ice bath. The mixture was filtered and the precipitate washed with anhydrous ether to yield 1-phenyl-2-methylaminocarbonyl-2,3-dihydro-1H-2,1-benzazaphosphole-1-oxide (1.6 g, 86% yield) as a white solid havi...